From a dataset of the Open Reaction Database (ORD), a public repository of structured organic reaction records. describe an organic reaction: reactants, conditions, products, and yield Reactants: ClCC=1C(=NC=CC1)SCC(C)C (3-Chloromethyl-2-isobutylsulfanyl-pyridine), C(C)OC(CCC1=CC(=C(C(=C1)F)O)F)=O (3-(3,5-difluoro-4-hydroxy-phenyl)-propionic acid ethyl ester). Yields the product FC=1C=C(C=C(C1OCC=1C(=NC=CC1)SCC(C)C)F)CCC(=O)O (3-[3,5-difluoro-4-(2-isobutylsulfanyl-pyridin-3-ylmethoxy)-phenyl]-propionic acid). The yield is 60.0%. Reaction SMILES: Cl[CH2:2][C:3]1[C:4]([S:9][CH2:10][CH:11]([CH3:13])[CH3:12])=[N:5][CH:6]=[CH:7][CH:8]=1.C([O:16][C:17](=[O:29])[CH2:18][CH2:19][C:20]1[CH:25]=[C:24]([F:26])[C:23]([OH:27])=[C:22]([F:28])[CH:21]=1)C>>[F:26][C:24]1[CH:25]=[C:20]([CH2:19][CH2:18][C:17]([OH:29])=[O:16])[CH:21]=[C:22]([F:28])[C:23]=1[O:27][CH2:2][C:3]1[C:4]([S:9][CH2:10][CH:11]([CH3:13])[CH3:12])=[N:5][CH:6]=[CH:7][CH:8]=1. Reported procedure: 3-Chloromethyl-2-isobutylsulfanyl-pyridine (0.048 g, 0.22 mmol) obtained in Step C of Preparation Example 12 and 3-(3,5-difluoro-4-hydroxy-phenyl)-propionic acid ethyl ester (0.051 g, 0.22 mmol) obtained in Step D of Preparation Example 2 were used to react sequentially in the same manner as in Steps A and B of Example 1 to obtain the title compound (60% yield). Starting materials: FC=1C(=C(C=O)C=CC1)O (3-fluoro-2-hydroxybenzaldehyde), C([O-])([O-])=O.[K+].[K+] (potassium carbonate), BrCC(=O)OCC (ethyl bromoacetate). Solvent: CN(C=O)C (N,N-dimethylformamide), O (water). Reaction conditions: temperature 100 celsius. The product is FC1=CC=CC=2C=C(OC21)C(=O)OCC (ethyl 7-fluorobenzofuran-2-carboxylate). The yield is 51.9%. As a reaction SMILES: [F:1][C:2]1[C:3]([OH:10])=[C:4]([CH:7]=[CH:8][CH:9]=1)[CH:5]=O.C(=O)([O-])[O-].[K+].[K+].Br[CH2:18][C:19]([O:21][CH2:22][CH3:23])=[O:20]>CN(C)C=O.O>[F:1][C:2]1[C:3]2[O:10][C:18]([C:19]([O:21][CH2:22][CH3:23])=[O:20])=[CH:5][C:4]=2[CH:7]=[CH:8][CH:9]=1 |f:1.2.3|. Procedure: A mixture of 3-fluoro-2-hydroxybenzaldehyde (5.00 g, 35.7 mmol), potassium carbonate (9.85 g, 71.4 mmol), and ethyl bromoacetate (4.30 ml, 39.3 mmol) in N,N-dimethylformamide (70 mL) was heated at 100° C. for 16 h. The mixture was diluted with water (500 mL) and extracted with ethyl acetate (3×150 mL). The combined organic solution was washed with brine (150 mL), dried over anhydrous magnesium sulfate, filtered, concentrated in vacuo. The residue was purified by column chromatography (hexanes/et... The reactants are O (Water), P(O)(O)(O)=O (phosphoric acid), C(C)(C)(C)OC(=O)NC1CN(C1)C=1SC2=C(N1)C=CC(=C2)C(=O)OCC (Ethyl 2-{3-[(tert-butoxycarbonyl)amino]azetidin-1-yl)-1,3-benzothiazole-6-carboxylate), C1CCOC1 (THF), P(O)(O)(O)=O (phosphoric acid). Solvent: ClCCl (dichloromethane). Reaction conditions: time 27 hour. Yields the product NC1CN(C1)C=1SC2=C(N1)C=CC(=C2)C(=O)OCC (Ethyl 2-(3-aminoazetidin-1-yl)-1,3-benzothiazole-6-carboxylate). The yield is 87.8%. Reaction SMILES: P(=O)(O)(O)O.C(OC([NH:13][CH:14]1[CH2:17][N:16]([C:18]2[S:19][C:20]3[CH:26]=[C:25]([C:27]([O:29][CH2:30][CH3:31])=[O:28])[CH:24]=[CH:23][C:21]=3[N:22]=2)[CH2:15]1)=O)(C)(C)C.C1COCC1.O>ClCCl>[NH2:13][CH:14]1[CH2:17][N:16]([C:18]2[S:19][C:20]3[CH:26]=[C:25]([C:27]([O:29][CH2:30][CH3:31])=[O:28])[CH:24]=[CH:23][C:21]=3[N:22]=2)[CH2:15]1. Procedure details: 85% phosphoric acid (0.23 mL, 1.96 mmol) was added to a solution of ethyl 2-{3-[(tert-butoxycarbonyl)amino]azetidin-1-yl)-1,3-benzothiazole-6-carboxylate obtained in Example (225b) (296 mg, 0.78 mmol) in dichloromethane (2 mL) at room temperature, followed by stirring for 27 hours. Then, THF (1 mL) and 85% phosphoric acid (0.23 mL, 1.96 mmol) were added, and the mixture was further stirred for five hours. Water was added to the reaction solution, and the mixture was washed with ethyl acetate. Th... Starting materials: CCOC=C(C(=O)OCC)C(=O)OCC, CC(CO)Nc1ccc(F)c(F)c1F. Product: CCOC(=O)C(=CN(c1ccc(F)c(F)c1F)C(C)CO)C(=O)OCC. As a reaction SMILES: [CH2:15]([O:16][CH:18]=[C:19]([C:20](=[O:21])[O:22][CH2:23][CH3:24])[C:25](=[O:26])[O:27][CH2:28][CH3:29])[CH3:17].[F:1][c:2]1[c:3]([NH:4][CH:5]([CH2:6][OH:7])[CH3:8])[cH:9][cH:10][c:11]([F:14])[c:12]1[F:13]>>[F:1][c:2]1[c:3]([N:4]([CH:5]([CH2:6][OH:7])[CH3:8])[CH:18]=[C:19]([C:20](=[O:21])[O:22][CH2:23][CH3:24])[C:25](=[O:26])[O:27][CH2:28][CH3:29])[cH:9][cH:10][c:11]([F:14])[c:12]1[F:13]. Starting materials: C1CCNC1, C1COCCO1, CC(Nc1ncnc2[nH]cnc12)c1cc2cccc(Cl)c2c(=O)n1-c1ccccc1. The product is CC(Nc1ncnc2[nH]cnc12)c1cc2cccc(N3CCCC3)c2c(=O)n1-c1ccccc1. RXN SMILES: [CH2:31]1[CH2:32][CH2:33][NH:34][CH2:35]1.[CH2:36]1[O:37][CH2:38][CH2:39][O:40][CH2:41]1.[n:1]1[cH:2][n:3][c:4]2[nH:5][cH:6][n:7][c:8]2[c:9]1[NH:10][CH:11]([CH3:12])[c:13]1[n:14](-[c:25]2[cH:26][cH:27][cH:28][cH:29][cH:30]2)[c:15](=[O:24])[c:16]2[c:17]([Cl:23])[cH:18][cH:19][cH:20][c:21]2[cH:22]1>>[n:1]1[cH:2][n:3][c:4]2[nH:5][cH:6][n:7][c:8]2[c:9]1[NH:10][CH:11]([CH3:12])[c:13]1[n:14](-[c:25]2[cH:26][cH:27][cH:28][cH:29][cH:30]2)[c:15](=[O:24])[c:16]2[c:17]([N:34]3[CH2:33][CH2:32][CH2:31][CH2:35]3)[cH:18][cH:19][cH:20][c:21]2[cH:22]1. Starting materials: C1CCOC1, CCOC(C)=O, [NH4+], CC1(C)C(C(=O)c2cn(CC3CCOCC3)c3ccc(C(=O)O)cc23)C1(C)C, [OH-]. Yields the product CC1(C)C(C(=O)c2cn(CC3CCOCC3)c3ccc(C(N)=O)cc23)C1(C)C. RXN SMILES: [CH2:37]1[O:38][CH2:39][CH2:40][CH2:41]1.[CH3:31][CH2:32][O:33][C:34]([CH3:35])=[O:36].[NH4+:30].[O:1]1[CH2:2][CH2:3][CH:4]([CH2:7][n:8]2[cH:9][c:10]([C:20](=[O:21])[CH:22]3[C:23]([CH3:27])([CH3:28])[C:24]3([CH3:25])[CH3:26])[c:11]3[cH:12][c:13]([C:17](=[O:18])[OH:19])[cH:14][cH:15][c:16]23)[CH2:5][CH2:6]1.[OH-:29]>>[O:1]1[CH2:2][CH2:3][CH:4]([CH2:7][n:8]2[cH:9][c:10]([C:20](=[O:21])[CH:22]3[C:23]([CH3:27])([CH3:28])[C:24]3([CH3:25])[CH3:26])[c:11]3[cH:12][c:13]([C:17](=[O:18])[NH2:30])[cH:14][cH:15][c:16]23)[CH2:5][CH2:6]1.